This data is from the Open Reaction Database (ORD), a public repository of structured organic reaction records. The task is: describe an organic reaction: reactants, conditions, products, and yield The reactants are NC=1N(N=C2C1C(N(C=1C=C(C=C(C21)OC)OC)CC2=CC=C(C=C2)OC)=O)C2=CC=C(C=C2)OC2=CC=CC=C2 (3-amino-7,9-dimethoxy-5-(4-methoxybenzyl)-2-(4-phenoxyphenyl)-2,5-dihydro-4H-pyrazolo[4,3-c]quinolin-4-one), [Br-].[Mg+2].[Br-] (magnesium bromide), N1=CC=CC=C1 (pyridine). The solvent is O (water). Product: NC=1N(N=C2C1C(N(C=1C=C(C=C(C21)O)OC)CC2=CC=C(C=C2)OC)=O)C2=CC=C(C=C2)OC2=CC=CC=C2 (3-amino-9-hydroxy-7-methoxy-5-(4-methoxybenzyl)-2-(4-phenoxyphenyl)-2,5-dihydro-4H-pyrazolo[4,3-c]quinolin-4-one). Yield: 73.9%. As a reaction SMILES: [NH2:1][C:2]1[N:3]([C:29]2[CH:34]=[CH:33][C:32]([O:35][C:36]3[CH:41]=[CH:40][CH:39]=[CH:38][CH:37]=3)=[CH:31][CH:30]=2)[N:4]=[C:5]2[C:14]3[C:13]([O:15]C)=[CH:12][C:11]([O:17][CH3:18])=[CH:10][C:9]=3[N:8]([CH2:19][C:20]3[CH:25]=[CH:24][C:23]([O:26][CH3:27])=[CH:22][CH:21]=3)[C:7](=[O:28])[C:6]=12.[Br-].[Mg+2].[Br-].N1C=CC=CC=1>O>[NH2:1][C:2]1[N:3]([C:29]2[CH:34]=[CH:33][C:32]([O:35][C:36]3[CH:41]=[CH:40][CH:39]=[CH:38][CH:37]=3)=[CH:31][CH:30]=2)[N:4]=[C:5]2[C:14]3[C:13]([OH:15])=[CH:12][C:11]([O:17][CH3:18])=[CH:10][C:9]=3[N:8]([CH2:19][C:20]3[CH:21]=[CH:22][C:23]([O:26][CH3:27])=[CH:24][CH:25]=3)[C:7](=[O:28])[C:6]=12 |f:1.2.3|. Procedure: A mixture of 3-amino-7,9-dimethoxy-5-(4-methoxybenzyl)-2-(4-phenoxyphenyl)-2,5-dihydro-4H-pyrazolo[4,3-c]quinolin-4-one (500 mg), magnesium bromide (168 mg) and pyridine (10 ml) was heated under reflux for 2 days, added water thereto after cooling. The precipitated solid was collected by filtration, washed with water, and purified with silica gel column chromatography to obtain the target compound (360 mg). Reactants: BrC1=C(N)C=CC(=C1)C(=O)C1=CC=C(C=C1)Cl (2-bromo-4-[(4-chlorophenyl)carbonyl]aniline), CC1(OC(CC(O1)=O)=O)C (2,2-dimethyl-1,3-dioxane-4,6-dione). Solvent: C1(=CC=CC=C1)C (toluene). Conditions: temperature 88 celsius, time 8 hour. Product: BrC1=C(C=CC(=C1)C(=O)C1=CC=C(C=C1)Cl)NC(=O)CC(=O)O (2-([2-bromo-4-[(4-chlorophenyl)carbonyl]phenyl]carbamoyl)acetic acid). Reaction SMILES: [Br:1][C:2]1[CH:8]=[C:7]([C:9]([C:11]2[CH:16]=[CH:15][C:14]([Cl:17])=[CH:13][CH:12]=2)=[O:10])[CH:6]=[CH:5][C:3]=1[NH2:4].CC1(C)[O:24][C:23](=O)[CH2:22][C:21](=[O:26])[O:20]1>C1(C)C=CC=CC=1>[Br:1][C:2]1[CH:8]=[C:7]([C:9]([C:11]2[CH:16]=[CH:15][C:14]([Cl:17])=[CH:13][CH:12]=2)=[O:10])[CH:6]=[CH:5][C:3]=1[NH:4][C:23]([CH2:22][C:21]([OH:26])=[O:20])=[O:24]. Procedure: Into a 1-mL round-bottom flask, was placed a solution of 2-bromo-4-[(4-chlorophenyl)carbonyl]aniline (28.62 g, 92.15 mmol, 1.00 equip) in toluene (400 mL), and 2,2-dimethyl-1,3-dioxane-4,6-dione (25.92 g, 179.84 mmol, 2.00 equip). The resulting solution was stirred overnight at 88° C. The solution was cooled to room temperature and the solids were collected by filtration to yield 2-([2-bromo-4-[(4-chlorophenyl)carbonyl]phenyl]carbamoyl)acetic acid as a yellow solid. LCMS (ES, m/z) 396 [M+H]+